The task is: describe an organic reaction: reactants, conditions, products, and yield. This data is from the Open Reaction Database (ORD), a public repository of structured organic reaction records. The reactants are N#CNC=Nc1ccc(-c2c[nH]cn2)cc1, COCCN, O. The product is COCCNC=Nc1ccc(-c2c[nH]cn2)cc1. Reaction SMILES: [C:6]([NH:7][CH:9]=[N:10][c:11]1[cH:12][cH:13][c:14](-[c:17]2[n:18][cH:19][nH:20][cH:21]2)[cH:15][cH:16]1)#[N:8].[CH3:1][O:2][CH2:3][CH2:4][NH2:5].[OH2:22]>>[CH3:1][O:2][CH2:3][CH2:4][NH:5][CH:9]=[N:10][c:11]1[cH:12][cH:13][c:14](-[c:17]2[n:18][cH:19][nH:20][cH:21]2)[cH:15][cH:16]1. The reactants are N12C[C@@H](C(CC1)CC2)OC(C(C2=CC=CC=C2)N)=O (amino-phenyl-acetic acid (R)-(1-aza-bicyclo[2.2.2]oct-3-yl)ester), CC1=CC=C(C=O)C=C1 (4-methylbenzaldehyde), CC(=O)O (AcOH), C(C)(=O)O[BH-](OC(C)=O)OC(C)=O.[Na+] (sodium triacetoxyborohydride). Solvent: C1CCOC1 (THF), C1CCCCC1 (cyclohexane). Yields the product N12C[C@@H](C(CC1)CC2)OC(C(C2=CC=CC=C2)NCC2=CC=C(C=C2)C)=O ((4-methyl-benzylamino)-phenyl-acetic acid (R)-(1-aza-bicyclo[2.2.2]oct-3-yl)ester). Yield: 54.9%. Reaction SMILES: [N:1]12[CH2:8][CH2:7][CH:4]([CH2:5][CH2:6]1)[C@@H:3]([O:9][C:10](=[O:19])[CH:11]([NH2:18])[C:12]1[CH:17]=[CH:16][CH:15]=[CH:14][CH:13]=1)[CH2:2]2.[CH3:20][C:21]1[CH:28]=[CH:27][C:24]([CH:25]=O)=[CH:23][CH:22]=1.CC(O)=O.C(O[BH-](OC(=O)C)OC(=O)C)(=O)C.[Na+]>C1COCC1.C1CCCCC1>[N:1]12[CH2:6][CH2:5][CH:4]([CH2:7][CH2:8]1)[C@@H:3]([O:9][C:10](=[O:19])[CH:11]([NH:18][CH2:20][C:21]1[CH:28]=[CH:27][C:24]([CH3:25])=[CH:23][CH:22]=1)[C:12]1[CH:17]=[CH:16][CH:15]=[CH:14][CH:13]=1)[CH2:2]2 |f:3.4|. Reported procedure: To a solution of amino-phenyl-acetic acid (R)-(1-aza-bicyclo[2.2.2]oct-3-yl)ester (I76) (100 mg, 0.38 mmol) in dry THF (3.84 mL), are added 4-methylbenzaldehyde (68 mL, 0.57 mmol) and AcOH (0.5 mL, 8.73 mmol). The mixture is stirred at RT and sodium triacetoxyborohydride (163 mg, 0.77 mmol) is added. The reaction is stirred at RT for 1.5 hours then cyclohexane is added and the mixture is evaporated to dryness. The crude is purified by flash chromatography (DCM/MeOH/NH4OH=95/5/0.5) to obtain the ... Reactants: C(C)(C)(C)OC[C@@H](C(=O)O)NC(C1=CC(=C(C=C1)OC)\C=C\C1=CC=C(C=C1)OC(F)(F)F)=O ((S)-3-t-butoxy-2-{4-methoxy-3-[(E)-2-(4-trifluoromethoxyphenyl)vinyl]benzoylamino}propionic acid), OCCN (2-hydroxyethylamine), O.N1(N=NC2=C1C=CC=C2)O (benzotriazol-1-ol monohydrate), Cl.CN(CCCN=C=NCC)C ((3-dimethylaminopropyl)-ethylcarbodiimide hydrochloride), C(C)(C)N(C(C)C)CC (N,N-diisopropylethyl-amine), OCCN (2-hydroxyethylamine), O.N1(N=NC2=C1C=CC=C2)O (benzotriazol-1-ol monohydrate), Cl.CN(CCCN=C=NCC)C ((3-dimethylaminopropyl)-ethylcarbodiimide hydrochloride). Solvent: CN(C=O)C (N,N-dimethylformamide). Reaction conditions: time 8 hour. Yields the product C(C)(C)(C)OC[C@@H](C(NCCO)=O)NC(C1=CC(=C(C=C1)OC)\C=C\C1=CC=C(C=C1)OC(F)(F)F)=O (N—[(S)-2-t-butoxy-1-(2-hydroxyethylcarbamoyl)ethyl]-4-methoxy-3-[(E)-2-(4-trifluoromethoxyphenyl)vinyl]-benzamide). Yield: 76.0%. Reaction SMILES: [C:1]([O:5][CH2:6][C@H:7]([NH:11][C:12](=[O:34])[C:13]1[CH:18]=[CH:17][C:16]([O:19][CH3:20])=[C:15](/[CH:21]=[CH:22]/[C:23]2[CH:28]=[CH:27][C:26]([O:29][C:30]([F:33])([F:32])[F:31])=[CH:25][CH:24]=2)[CH:14]=1)[C:8](O)=[O:9])([CH3:4])([CH3:3])[CH3:2].[OH:35][CH2:36][CH2:37][NH2:38].O.N1(O)C2C=CC=CC=2N=N1.Cl.CN(C)CCCN=C=NCC.C(N(CC)C(C)C)(C)C>CN(C)C=O>[C:1]([O:5][CH2:6][C@H:7]([NH:11][C:12](=[O:34])[C:13]1[CH:18]=[CH:17][C:16]([O:19][CH3:20])=[C:15](/[CH:21]=[CH:22]/[C:23]2[CH:24]=[CH:25][C:26]([O:29][C:30]([F:31])([F:32])[F:33])=[CH:27][CH:28]=2)[CH:14]=1)[C:8](=[O:9])[NH:38][CH2:37][CH2:36][OH:35])([CH3:4])([CH3:2])[CH3:3] |f:2.3,4.5|. Reported procedure: (S)-3-t-butoxy-2-{4-methoxy-3-[(E)-2-(4-trifluoromethoxyphenyl)vinyl]benzoylamino}propionic acid (25 mg), 2-hydroxyethylamine (9 μL), benzotriazol-1-ol monohydrate (19 mg), and (3-dimethylaminopropyl)-ethylcarbodiimide hydrochloride (25 mg) were dissolved in 2 mL of N,N-dimethylformamide, and then, N,N-diisopropylethyl-amine (53 μL) was added to the solution. The solution was stirred overnight at room temperature. Then, 2-hydroxyethylamine (9 μL), benzotriazol-1-ol monohydrate (19 mg), and (3-di... Procedure: Protocol T was followed using 4-Chloro-5-phenyl-3-trifluoromethyl-1H-pyrazole, K2CO3, 2-Chloro-1-[4-(4-chloro-phenyl)-piperazin-1-yl]-ethanone and DMF. Column chromatography using a solvent mixture (hexane/ethyl acetate=2/3) afforded the title compound as white solid. 1H NMR (400 MHz, CDCl3); 7.82-7.84 (m, 2H), 7.4-7.48 (m, 3H), 6.9-7.04 (m, 2H), 6.88-6.94 (m, 2H), 5.22 (s, 1H), 3.76-3.88 (m, 2H), 3.6-3.68 (m, 2H), 3.1-3.22 (m, 4H). 13C NMR (400 MHz, CDCl3): 164.2, 130.4, 128, 126, 118.2, 116.4,... RXN SMILES: [Cl:1][C:2]1[C:3]([C:13]([F:16])([F:15])[F:14])=[N:4][NH:5][C:6]=1[C:7]1[CH:12]=[CH:11][CH:10]=[CH:9][CH:8]=1.C([O-])([O-])=O.[K+].[K+].Cl[CH2:24][C:25]([N:27]1[CH2:32][CH2:31][N:30]([C:33]2[CH:38]=[CH:37][C:36]([Cl:39])=[CH:35][CH:34]=2)[CH2:29][CH2:28]1)=[O:26].CN(C=O)C>CCCCCC.C(OCC)(=O)C>[Cl:39][C:36]1[CH:35]=[CH:34][C:33]([N:30]2[CH2:29][CH2:28][N:27]([C:25](=[O:26])[CH2:24][N:5]3[C:6]([C:7]4[CH:12]=[CH:11][CH:10]=[CH:9][CH:8]=4)=[C:2]([Cl:1])[C:3]([C:13]([F:14])([F:16])[F:15])=[N:4]3)[CH2:32][CH2:31]2)=[CH:38][CH:37]=1 |f:1.2.3,6.7|. The reactants are ClC=1C(=NNC1C1=CC=CC=C1)C(F)(F)F (4-Chloro-5-phenyl-3-trifluoromethyl-1H-pyrazole), CN(C)C=O (DMF), C(=O)([O-])[O-].[K+].[K+] (K2CO3), ClCC(=O)N1CCN(CC1)C1=CC=C(C=C1)Cl (2-Chloro-1-[4-(4-chloro-phenyl)-piperazin-1-yl]-ethanone). The product is ClC1=CC=C(C=C1)N1CCN(CC1)C(CN1N=C(C(=C1C1=CC=CC=C1)Cl)C(F)(F)F)=O (1-[4-(4-Chloro-phenyl)-piperazin-1-yl]-2-(4-chloro-5-phenyl-3-trifluoromethyl-pyrazol-1-yl)-ethanone). Solvent: CCCCCC.C(C)(=O)OCC (hexane ethyl acetate).